From a dataset of the Open Reaction Database (ORD), a public repository of structured organic reaction records. describe an organic reaction: reactants, conditions, products, and yield Starting materials: CSC(NCCSCc1[nH]cnc1C)=C(C#N)C(N)=O, C#CCN, CC#N. The product is C#CCNC(NCCSCc1[nH]cnc1C)=C(C#N)C(N)=O. As a reaction SMILES: [C:1]([NH2:2])(=[O:3])[C:4](=[C:5]([NH:6][CH2:7][CH2:8][S:9][CH2:10][c:11]1[c:12]([CH3:16])[n:13][cH:14][nH:15]1)[S:17][CH3:18])[C:19]#[N:20].[CH2:21]([C:22]#[CH:23])[NH2:24].[CH3:25][C:26]#[N:27]>>[C:1]([NH2:2])(=[O:3])[C:4](=[C:5]([NH:6][CH2:7][CH2:8][S:9][CH2:10][c:11]1[c:12]([CH3:16])[n:13][cH:14][nH:15]1)[NH:24][CH2:21][C:22]#[CH:23])[C:19]#[N:20]. The reactants are [H][H] (hydrogen), COC(CC(C#CC)C1=CC=C(C=C1)OC1OCCCC1)=O (3-[4-(tetrahydropyran-2-yloxy)-phenyl]-hex-4-ynoic acid methyl ester), N1=CC=CC2=CC=CC=C12 (quinoline). The reagents and catalysts are S(=O)(=O)([O-])[O-].[Ba+2].[Pd+2].S(=O)(=O)([O-])[O-] (palladium-barium sulfate). Solvent: C(C)(=O)OCC (ethyl acetate). The product is COC(CC(\C=C/C)C1=CC=C(C=C1)OC1OCCCC1)=O ((Z)-3-[4-(tetrahydropyran-2-yloxy)-phenyl]-hex-4-enoic acid methyl ester). Isolated yield 93.5%. Reaction SMILES: [CH3:1][O:2][C:3](=[O:22])[CH2:4][CH:5]([C:9]1[CH:14]=[CH:13][C:12]([O:15][CH:16]2[CH2:21][CH2:20][CH2:19][CH2:18][O:17]2)=[CH:11][CH:10]=1)[C:6]#[C:7][CH3:8].N1C2C(=CC=CC=2)C=CC=1.[H][H]>C(OCC)(=O)C.S([O-])([O-])(=O)=O.[Ba+2].[Pd+2].S([O-])([O-])(=O)=O>[CH3:1][O:2][C:3](=[O:22])[CH2:4][CH:5]([C:9]1[CH:10]=[CH:11][C:12]([O:15][CH:16]2[CH2:21][CH2:20][CH2:19][CH2:18][O:17]2)=[CH:13][CH:14]=1)/[CH:6]=[CH:7]\[CH3:8] |f:4.5.6.7|. Procedure: To a solution of 3-[4-(tetrahydropyran-2-yloxy)-phenyl]-hex-4-ynoic acid methyl ester (4.07 g) obtained in Step 1 in ethyl acetate (70 mL) were added successively quinoline (1.52 mL) and 5% palladium-barium sulfate (0.4 g), followed by stirring the reaction mixture under normal pressure in an atmosphere of hydrogen at room temperature for 15.5 hours. Then, after the reaction mixture was filtered through Celite, water and 1N aqueous hydrochloric acid solution were added to the filtrate, followed ... Starting materials: ClCc1ccc2ccccc2n1, Fc1ccc2nc(CCl)ccc2c1, Oc1ccc2c(c1)C(O)C(Oc1cccnc1)CO2. The product is OC1c2cc(OCc3ccc4ccccc4n3)ccc2OCC1Oc1cccnc1. RXN SMILES: [Cl:1][CH2:2][c:3]1[n:4][c:5]2[cH:6][cH:7][cH:8][cH:9][c:10]2[cH:11][cH:12]1.[F:13][c:14]1[cH:15][c:16]2[c:17]([cH:18][cH:19]1)[n:20][c:21]([CH2:22][Cl:23])[cH:24][cH:25]2.[OH:26][c:27]1[cH:28][c:29]2[c:34]([cH:35][cH:36]1)[O:33][CH2:32][CH:31]([O:37][c:38]1[cH:39][n:40][cH:41][cH:42][cH:43]1)[CH:30]2[OH:44]>>[CH2:2]([c:3]1[n:4][c:5]2[cH:6][cH:7][cH:8][cH:9][c:10]2[cH:11][cH:12]1)[O:26][c:27]1[cH:28][c:29]2[c:34]([cH:35][cH:36]1)[O:33][CH2:32][CH:31]([O:37][c:38]1[cH:39][n:40][cH:41][cH:42][cH:43]1)[CH:30]2[OH:44].